From a dataset of the Open Reaction Database (ORD), a public repository of structured organic reaction records. describe an organic reaction: reactants, conditions, products, and yield Starting materials: CN(CCCNC(=O)OC(C)(C)C)c1nc(Cl)ns1, CS(C)=O, [H-], [Na+], c1c[nH]cn1. Yields the product CN(CCCNC(=O)OC(C)(C)C)c1nc(-n2ccnc2)ns1. As a reaction SMILES: [C:1]([CH3:2])([CH3:3])([CH3:4])[O:5][C:6]([NH:7][CH2:8][CH2:9][CH2:10][N:11]([CH3:12])[c:13]1[n:14][c:15]([Cl:18])[n:16][s:17]1)=[O:19].[CH3:27][S:28]([CH3:29])=[O:30].[H-:25].[Na+:26].[nH:20]1[cH:21][n:22][cH:23][cH:24]1>>[C:1]([CH3:2])([CH3:3])([CH3:4])[O:5][C:6]([NH:7][CH2:8][CH2:9][CH2:10][N:11]([CH3:12])[c:13]1[n:14][c:15](-[n:20]2[cH:21][n:22][cH:23][cH:24]2)[n:16][s:17]1)=[O:19]. Starting materials: 2-L, C1=CC=C(C=C1)OP(=O)(N=[N+]=[N-])OC2=CC=CC=C2 (Diphenylphosphonic azide), COC(=O)C12CCC(CC1)(C2)C(=O)O (4-(methoxycarbonyl)bicyclo[2.2.1]heptane-1-carboxylic acid), C(C1=CC=CC=C1)O (benzyl alcohol), CCN(C(C)C)C(C)C (DIEA). Solvent: C1(=CC=CC=C1)C (toluene), CO.C(C)(=O)OCC (methanol ethyl acetate). Reaction conditions: temperature 10 celsius. Product: C(C1=CC=CC=C1)OC(=O)NC12CCC(CC1)(C2)C(=O)O (4-(benzyloxycarbonylamino)-bicyclo[2.2.1]heptane-1-carboxylic acid). Isolated yield 90.5%. As a reaction SMILES: COC([C:5]12[CH2:11][C:8]([C:12]([OH:14])=[O:13])([CH2:9][CH2:10]1)[CH2:7][CH2:6]2)=O.CC[N:17]([CH:21](C)C)C(C)C.C1C=CC([O:30]P(OC2C=CC=CC=2)(N=[N+]=[N-])=O)=CC=1.[CH2:43]([OH:50])[C:44]1[CH:49]=[CH:48][CH:47]=[CH:46][CH:45]=1>CO.C(OCC)(=O)C.C1(C)C=CC=CC=1>[CH2:43]([O:50][C:21]([NH:17][C:5]12[CH2:11][C:8]([C:12]([OH:14])=[O:13])([CH2:7][CH2:6]1)[CH2:9][CH2:10]2)=[O:30])[C:44]1[CH:49]=[CH:48][CH:47]=[CH:46][CH:45]=1 |f:4.5|. Reported procedure: A 2-L, 3-neck, round bottom flask was equipped with a mechanical stirrer, a J-KEM temperature controller, a reflux condenser, and a nitrogen inlet. The flask was charged with 4-(methoxycarbonyl)bicyclo[2.2.1]heptane-1-carboxylic acid (100 g, 0.504 mol) and anhydrous toluene (500 mL). The flask was cooled to 10° C. and DIEA (175 mL, 1.008 mol) was slowly added over 5 min resulting in a mild exotherm up to 14° C. Diphenylphosphonic azide (130 mL, 0.605 mol) was slowly added to the reaction mixture... RXN SMILES: [NH2:1][C:2]1[C:11]2[N:12]=[C:13]3[CH2:18][O:17][CH2:16][C@H:15]([CH3:19])[N:14]3[C:10]=2[C:9]2[C:4](=[CH:5][CH:6]=[C:7]([OH:20])[CH:8]=2)[N:3]=1.C(=O)([O-])[O-].[Cs+].[Cs+].Br[CH2:28][C:29]([N:31]1[CH2:36][CH2:35][O:34][CH2:33][CH2:32]1)=[O:30].O>CN(C=O)C.C(Cl)(Cl)Cl>[CH3:19][C@@H:15]1[N:14]2[C:10]3[C:9]4[C:4](=[CH:5][CH:6]=[C:7]([O:20][CH2:28][C:29]([N:31]5[CH2:36][CH2:35][O:34][CH2:33][CH2:32]5)=[O:30])[CH:8]=4)[N:3]=[C:2]([NH2:1])[C:11]=3[N:12]=[C:13]2[CH2:18][O:17][CH2:16]1 |f:1.2.3|. Conditions: temperature 75 celsius, time 8 hour. Product: C[C@H]1COCC=2N1C1=C(C(=NC3=CC=C(C=C13)OCC(=O)N1CCOCC1)N)N2 ((11S)-11-Methyl-2-(2-morpholin-4-yl-2-oxoethoxy)-10,11-dihydro-8H-[1,4]oxazino[4′,3′:1,2]imidazo[4,5-c]quinolin-6-amine). Procedure details: A solution of (11S)-6-amino-11-methyl-10,11-dihydro-8H-[1,4]oxazino[4′,3′:1,2]imidazo[4,5-c]quinolin-2-ol (500 mg, 1.85 mmol) dissolved in 15 mL of DMF was treated with cesium carbonate (1.80 g, 5.55 mmol) and 2-bromo-1-morpholin-4-yl-ethanone (462 mg, 2.03 mmol). After stirring overnight at 75° C., the brown mixture was poured into 150 mL of H2O and stirred for 30 minutes. The reaction mixture was extracted with CHCl3 (3×75 mL) and the combined extracts were dried over MgSO4, filtered and conce... Solvent: CN(C)C=O (DMF), C(Cl)(Cl)Cl (CHCl3). The yield is 37.0%. The reactants are O (H2O), C([O-])([O-])=O.[Cs+].[Cs+] (cesium carbonate), BrCC(=O)N1CCOCC1 (2-bromo-1-morpholin-4-yl-ethanone), NC1=NC2=CC=C(C=C2C2=C1N=C1N2[C@H](COC1)C)O ((11S)-6-amino-11-methyl-10,11-dihydro-8H-[1,4]oxazino[4′,3′:1,2]imidazo[4,5-c]quinolin-2-ol). The reactants are CC(C)(C)N, CC(=O)OC(CBr)CC(=O)O, O. The product is CC(C)(C)N, O=C(O)CC1CO1. Reaction SMILES: [C:12]([CH3:13])([CH3:14])([CH3:15])[NH2:16].[C:1](=[O:3])([O:4][CH:5]([CH2:6][C:7](=[O:8])[OH:9])[CH2:10][Br:2])[CH3:11].[OH2:17]>>[C:12]([CH3:13])([CH3:14])([CH3:15])[NH2:16].[O:4]1[CH:5]([CH2:6][C:7](=[O:8])[OH:9])[CH2:10]1. Starting materials: CCN(C(C)C)C(C)C, CCN(CC)CCNCc1ccc(Cl)cc1, CC(C)(C)OC(=O)N1CCN(C(=O)Cl)CC1, ClCCl. Product: CCN(CC)CCN(Cc1ccc(Cl)cc1)C(=O)N1CCN(C(=O)OC(C)(C)C)CC1. RXN SMILES: [CH:33]([N:34]([CH2:35][CH3:36])[CH:37]([CH3:38])[CH3:39])([CH3:40])[CH3:41].[Cl:17][c:18]1[cH:19][cH:20][c:21]([CH2:22][NH:23][CH2:24][CH2:25][N:26]([CH2:27][CH3:28])[CH2:29][CH3:30])[cH:31][cH:32]1.[Cl:1][C:2](=[O:3])[N:4]1[CH2:5][CH2:6][N:7]([C:10](=[O:11])[O:12][C:13]([CH3:14])([CH3:15])[CH3:16])[CH2:8][CH2:9]1.[Cl:42][CH2:43][Cl:44]>>[C:2](=[O:3])([N:4]1[CH2:5][CH2:6][N:7]([C:10](=[O:11])[O:12][C:13]([CH3:14])([CH3:15])[CH3:16])[CH2:8][CH2:9]1)[N:23]([CH2:22][c:21]1[cH:20][cH:19][c:18]([Cl:17])[cH:32][cH:31]1)[CH2:24][CH2:25][N:26]([CH2:27][CH3:28])[CH2:29][CH3:30].